This data is from the Open Reaction Database (ORD), a public repository of structured organic reaction records. The task is: describe an organic reaction: reactants, conditions, products, and yield Starting materials: CC1(C)COc2c(CCC(=O)O)cc(Br)cc21, CNC, O=C(C(Cl)(Cl)Cl)C(Cl)(Cl)Cl, ClCCl, C1CCOC1, c1ccc(P(c2ccccc2)c2ccccc2)cc1, c1ccccc1. Product: CN(C)C(=O)CCc1cc(Br)cc2c1OCC2(C)C. Reaction SMILES: [Br:1][c:2]1[cH:3][c:4]([CH2:13][CH2:14][C:15](=[O:16])[OH:17])[c:5]2[c:6]([cH:12]1)[C:7]([CH3:10])([CH3:11])[CH2:8][O:9]2.[CH3:47][NH:48][CH3:49].[Cl:37][C:38]([Cl:39])([Cl:40])[C:41]([C:42]([Cl:43])([Cl:44])[Cl:45])=[O:46].[Cl:61][CH2:62][Cl:63].[O:50]1[CH2:51][CH2:52][CH2:53][CH2:54]1.[c:18]1([P:19]([c:20]2[cH:21][cH:22][cH:23][cH:24][cH:25]2)[c:26]2[cH:27][cH:28][cH:29][cH:30][cH:31]2)[cH:32][cH:33][cH:34][cH:35][cH:36]1.[cH:55]1[cH:56][cH:57][cH:58][cH:59][cH:60]1>>[Br:1][c:2]1[cH:3][c:4]([CH2:13][CH2:14][C:15](=[O:17])[N:48]([CH3:47])[CH3:49])[c:5]2[c:6]([cH:12]1)[C:7]([CH3:10])([CH3:11])[CH2:8][O:9]2. The reactants are O=C([O-])[O-], CN(C)C=O, [K+], [K+], Oc1ccc(-c2ccccc2)cc1, Cc1ccc(S(=O)(=O)OCCCCCCCl)cc1. Product: ClCCCCCCOc1ccc(-c2ccccc2)cc1. As a reaction SMILES: [C:32](=[O:33])([O-:34])[O-:35].[CH3:38][N:39]([CH3:40])[CH:41]=[O:42].[K+:36].[K+:37].[OH:1][c:2]1[cH:3][cH:4][c:5](-[c:8]2[cH:9][cH:10][cH:11][cH:12][cH:13]2)[cH:6][cH:7]1.[c:14]1([CH3:15])[cH:16][cH:17][c:18]([S:19]([O:20][CH2:24][CH2:25][CH2:26][CH2:27][CH2:28][CH2:29][Cl:30])(=[O:21])=[O:22])[cH:23][cH:31]1>>[O:1]([c:2]1[cH:3][cH:4][c:5](-[c:8]2[cH:9][cH:10][cH:11][cH:12][cH:13]2)[cH:6][cH:7]1)[CH2:24][CH2:25][CH2:26][CH2:27][CH2:28][CH2:29][Cl:30]. Starting materials: C(C1=CC=CC=C1)N([C@H]1[C@@H](CCCC1)NC)C (trans-N-benzyl-N,N'-dimethyl-1,2-cyclohexanediamine), CC=1C=CC(=CC1)S(=O)(=O)O (p-TSA), C(=O)O (formic acid), [OH-].[Na+] (NaOH). Run in CCOCC (ether). The product is C1(=CC=C(C=C1)S(=O)(=O)O)C.C(C1=CC=CC=C1)N(C=O)[C@H]1[C@@H](CCCC1)N(C)C (trans-N-Benzyl-N-[2-(dimethylamino)-cyclohexyl]formamide p-toluenesulfonate). As a reaction SMILES: [CH2:1]([N:8]([CH3:17])[C@@H:9]1[CH2:14][CH2:13][CH2:12][CH2:11][C@H:10]1[NH:15][CH3:16])[C:2]1[CH:7]=[CH:6][CH:5]=[CH:4][CH:3]=1.[CH:18](O)=O.[OH-:21].[Na+].[CH3:23][C:24]1[CH:25]=[CH:26][C:27]([S:30]([OH:33])(=[O:32])=[O:31])=[CH:28][CH:29]=1>CCOCC>[C:24]1([CH3:23])[CH:25]=[CH:26][C:27]([S:30]([OH:33])(=[O:31])=[O:32])=[CH:28][CH:29]=1.[CH2:1]([N:8]([C@@H:9]1[CH2:14][CH2:13][CH2:12][CH2:11][C@H:10]1[N:15]([CH3:18])[CH3:16])[CH:17]=[O:21])[C:2]1[CH:7]=[CH:6][CH:5]=[CH:4][CH:3]=1 |f:2.3,6.7|. Procedure details: A solution of trans-N-benzyl-N,N'-dimethyl-1,2-cyclohexanediamine (9.29 g.; 0.04 mole) in 40 ml. of formic acid was refluxed 20 hours, added and poured into 200 g. of ice. It was basified with 15% NaOH and extracted well with ether. The extract was washed with H2O, saturated salt solution, dried (MgSO4) and evaporated. The residue (9.7 g.) was converted to the salt with 2 mole of p-TSA in ether. The resulting gum was crystallized from MeOH-ether to give 13.64 g.; of the titled compound, m.p. 201...